This data is from the Open Reaction Database (ORD), a public repository of structured organic reaction records. The task is: describe an organic reaction: reactants, conditions, products, and yield Starting materials: FC1=NC(=C2N=CNC2=N1)N[C@@H](C)C=1N(C(C2=C(C=CC=C2C1)C)=O)C1=CC=CC=C1 ((S)-3-(1-(2-fluoro-9H-purin-6-ylamino)ethyl)-8-methyl-2-phenylisoquinolin-1(2H)-one), C(=O)(O)[O-].[Na+] (NaHCO3), FC1=NC(=C2N=CN(C2=N1)C1OCCCC1)NC(C)C=1N(C(C2=C(C=CC=C2C1)C)=O)C1=CC=CC=C1 (3-(1-(2-Fluoro-9-(tetrahydro-2H-pyran-2-yl)-9H-purin-6-ylamino)ethyl)-8-methyl-2-phenylisoquinolin-1(2H)-one), FC1=NC(=C2N=CN(C2=N1)C1OCCCC1)NC(C)C=1N(C(C2=C(C=CC=C2C1)C)=O)C1=CC=CC=C1 (3-(1-(2-Fluoro-9-(tetrahydro-2H-pyran-2-yl)-9H-purin-6-ylamino)ethyl)-8-methyl-2-phenylisoquinolin-1(2H)-one). Run in Cl.CCO (HCl EtOH). Conditions: time 1 hour. The product is FC1=NC(=C2N=CNC2=N1)N[C@@H](C)C=1N(C(C2=C(C=CC=C2C1)C)=O)C1=CC=CC=C1 ((S)-3-(1-(2-fluoro-9H-purin-6-ylamino)ethyl)-8-methyl-2-phenylisoquinolin-1(2H)-one), FC1=NC(=C2N=CNC2=N1)NC(C)C=1N(C(C2=C(C=CC=C2C1)C)=O)C1=CC=CC=C1 (3-(1-(2-fluoro-9H-purin-6-ylamino)ethyl)-8-methyl-2-phenylisoquinolin-1(2H)-one). Yield: 94.0%. As a reaction SMILES: [F:1][C:2]1[N:10]=[C:9]2[C:5]([N:6]=[CH:7][N:8]2C2CCCCO2)=[C:4]([NH:17][CH:18]([C:20]2[N:21]([C:32]3[CH:37]=[CH:36][CH:35]=[CH:34][CH:33]=3)[C:22](=[O:31])[C:23]3[C:28]([CH:29]=2)=[CH:27][CH:26]=[CH:25][C:24]=3[CH3:30])[CH3:19])[N:3]=1.C([O-])(O)=O.[Na+].[F:43][C:44]1[N:52]=[C:51]2[C:47]([N:48]=[CH:49][NH:50]2)=[C:46]([NH:53][C@H:54]([C:56]2[N:57]([C:68]3[CH:73]=[CH:72][CH:71]=[CH:70][CH:69]=3)[C:58](=[O:67])[C:59]3[C:64]([CH:65]=2)=[CH:63][CH:62]=[CH:61][C:60]=3[CH3:66])[CH3:55])[N:45]=1>Cl.CCO>[F:1][C:2]1[N:10]=[C:9]2[C:5]([N:6]=[CH:7][NH:8]2)=[C:4]([NH:17][C@H:18]([C:20]2[N:21]([C:32]3[CH:37]=[CH:36][CH:35]=[CH:34][CH:33]=3)[C:22](=[O:31])[C:23]3[C:28]([CH:29]=2)=[CH:27][CH:26]=[CH:25][C:24]=3[CH3:30])[CH3:19])[N:3]=1.[F:43][C:44]1[N:52]=[C:51]2[C:47]([N:48]=[CH:49][NH:50]2)=[C:46]([NH:53][CH:54]([C:56]2[N:57]([C:68]3[CH:73]=[CH:72][CH:71]=[CH:70][CH:69]=3)[C:58](=[O:67])[C:59]3[C:64]([CH:65]=2)=[CH:63][CH:62]=[CH:61][C:60]=3[CH3:66])[CH3:55])[N:45]=1 |f:1.2,4.5|. Reported procedure: 3-(1-(2-Fluoro-9-(tetrahydro-2H-pyran-2-yl)-9H-purin-6-ylamino)ethyl)-8-methyl-2-phenylisoquinolin-1(2H)-one (compound 5203) (160 mg, 0.32 mmol) was dissolved in HCl/EtOH (3 M, 5 mL) and the resulting mixture was stirred at room temperature for 1 h. The mixture was neutralized with saturated NaHCO3 aqueous solution to pH=7-8, and extracted with CH2Cl2 (50 mL×3). The combined organic layer was washed with brine, dried over anhydrous Na2SO4 and filtered. The filtrate was concentrated in vacuo and ... Starting materials: CCOC(=O)c1ccc(C)c(-n2cc(-c3cncn3C)cn2)c1, C1CCOC1, [Li]CCCC, C[Si](C)(C)[N-][Si](C)(C)C, CO, [Li+], COc1c(N)cc(C(C)(C)C)cc1NS(C)(=O)=O. Yields the product COc1c(NC(=O)c2ccc(C)c(-n3cc(-c4cncn4C)cn3)c2)cc(C(C)(C)C)cc1NS(C)(=O)=O. As a reaction SMILES: [CH2:34]([O:36][C:37](=[O:35])[c:38]1[cH:39][c:40](-[n:45]2[n:46][cH:47][c:48](-[c:50]3[n:51]([CH3:55])[cH:52][n:53][cH:54]3)[cH:49]2)[c:41]([CH3:44])[cH:42][cH:43]1)[CH3:56].[CH2:57]1[O:58][CH2:59][CH2:60][CH2:61]1.[CH3:19][CH2:20][CH2:21][CH2:22][Li:23].[CH3:25][Si:26]([N-:27][Si:28]([CH3:29])([CH3:30])[CH3:31])([CH3:32])[CH3:33].[CH3:62][OH:63].[Li+:24].[NH2:1][c:2]1[c:3]([O:17][CH3:18])[c:4]([NH:12][S:13](=[O:14])(=[O:15])[CH3:16])[cH:5][c:6]([C:8]([CH3:9])([CH3:10])[CH3:11])[cH:7]1>>[NH:1]([c:2]1[c:3]([O:17][CH3:18])[c:4]([NH:12][S:13](=[O:14])(=[O:15])[CH3:16])[cH:5][c:6]([C:8]([CH3:9])([CH3:10])[CH3:11])[cH:7]1)[C:37](=[O:36])[c:38]1[cH:39][c:40](-[n:45]2[n:46][cH:47][c:48](-[c:50]3[n:51]([CH3:55])[cH:52][n:53][cH:54]3)[cH:49]2)[c:41]([CH3:44])[cH:42][cH:43]1. Reactants: N[C@H](CN1N=C(C=C1)C1=CC(=C(C#N)C=C1)Cl)C ((S)-4-(1-(2-aminopropyl)-1H-pyrazol-3-yl)-2-chlorobenzonitrile), FC1=C(N=C2N1C=CC=C2)C(=O)O (3-fluoroimidazo[1,2-a]pyridine-2-carboxylic acid). Yields the product ClC=1C=C(C=CC1C#N)C1=NN(C=C1)C[C@H](C)NC(=O)C=1N=C2N(C=CC=C2)C1F ((S)—N-(1-(3-(3-chloro-4-cyanophenyl)-1H-pyrazol-1-yl)propan-2-yl)-3-fluoroimidazo[1,2-a]pyridine-2-carboxamide). As a reaction SMILES: [NH2:1][C@@H:2]([CH3:18])[CH2:3][N:4]1[CH:8]=[CH:7][C:6]([C:9]2[CH:16]=[CH:15][C:12]([C:13]#[N:14])=[C:11]([Cl:17])[CH:10]=2)=[N:5]1.[F:19][C:20]1[N:24]2[CH:25]=[CH:26][CH:27]=[CH:28][C:23]2=[N:22][C:21]=1[C:29](O)=[O:30]>>[Cl:17][C:11]1[CH:10]=[C:9]([C:6]2[CH:7]=[CH:8][N:4]([CH2:3][C@@H:2]([NH:1][C:29]([C:21]3[N:22]=[C:23]4[CH:28]=[CH:27][CH:26]=[CH:25][N:24]4[C:20]=3[F:19])=[O:30])[CH3:18])[N:5]=2)[CH:16]=[CH:15][C:12]=1[C:13]#[N:14]. Procedure details: The title compound was prepared using the method of Example 34(d) starting from (S)-4-(1-(2-aminopropyl)-1H-pyrazol-3-yl)-2-chlorobenzonitrile (200 mg, 0.767 mmol) and 3-fluoroimidazo[1,2-a]pyridine-2-carboxylic acid (180 mg, 0.997 mmol). The product was triturated with acetonitrile. Yield 217 mg (67%). 1H-NMR (400 MHz; d6-DMSO): δ 1.15 (d, 3H), 4.31-4.44 (m, 2H), 4.47-4.55 (m, 1H), 6.95 (d, 1H), 7.06 (t, 1H), 7.37 (m, 1H), 7.55-7.58 (m, 1H), 7.85 (d, 1H), 7.97 (d, 1H), 8.08 (t, 1H), 8.31 (1H, d... Starting materials: O=C1CN(C1)C(=O)OCC (Ethyl 3-oxoazetidine-1-carboxylate), Cl.Cl.NC1=C(C(=N)N)C(=CC=C1)F (2-amino-6-fluorobenzamidine dihydrochloride), C([O-])(O)=O.[Na+] (sodium bicarbonate). Solvent: CN(C)C=O (DMF). Yields the product NC1=NC2(NC3=CC=CC(=C13)F)CN(C2)C(=O)OCC (Ethyl 4'-Amino-5'-fluorospiro[azetidine-3,2'(1'H)-quinazoline]-1-carboxylate). Isolated yield 38.3%. RXN SMILES: O=[C:2]1[CH2:5][N:4]([C:6]([O:8][CH2:9][CH3:10])=[O:7])[CH2:3]1.Cl.Cl.[NH2:13][C:14]1[CH:22]=[CH:21][CH:20]=[C:19]([F:23])[C:15]=1[C:16]([NH2:18])=[NH:17].C(=O)(O)[O-].[Na+]>CN(C=O)C>[NH2:18][C:16]1[C:15]2[C:14](=[CH:22][CH:21]=[CH:20][C:19]=2[F:23])[NH:13][C:2]2([CH2:5][N:4]([C:6]([O:8][CH2:9][CH3:10])=[O:7])[CH2:3]2)[N:17]=1 |f:1.2.3,4.5|. Procedure: Ethyl 3-oxoazetidine-1-carboxylate (Y. Nitta, T. Yamagouchi, T. Tanaka; Heterocycles, 1986, 24, 25) (175 mg, 1.22 mmol) and 2-amino-6-fluorobenzamidine dihydrochloride (Example C, 280 mg, 1.22 mmol) in dry DMF (10 ml) were heated at 80° C. for 4 hours. The resulting solution was cooled and poured into aqueous sodium bicarbonate solution and the resulting mixture was extracted with ethyl acetate. The extracts were concentrated and the residue purified by flash chromatography on silica eluting wit... RXN SMILES: [Br:1][c:2]1[cH:3][cH:4][cH:5][c:6]2[c:12]1[O:11][CH2:10][CH2:9][N:8]([C:13](=[O:14])[O:15][C:16]([CH3:17])([CH3:18])[CH3:19])[CH2:7]2.[CH3:29][CH2:30][OH:31].[CH3:38][c:39]1[cH:40][cH:41][cH:42][cH:43][cH:44]1.[Na+:32].[Na+:33].[O-:34][C:35](=[O:36])[O-:37].[OH2:28].[cH:45]1[cH:46][cH:47][c:48]([P:49]([Pd:50]([P:51]([c:52]2[cH:53][cH:54][cH:55][cH:56][cH:57]2)([c:58]2[cH:59][cH:60][cH:61][cH:62][cH:63]2)[c:64]2[cH:65][cH:66][cH:67][cH:68][cH:69]2)([P:70]([c:71]2[cH:72][cH:73][cH:74][cH:75][cH:76]2)([c:77]2[cH:78][cH:79][cH:80][cH:81][cH:82]2)[c:83]2[cH:84][cH:85][cH:86][cH:87][cH:88]2)[P:89]([c:90]2[cH:91][cH:92][cH:93][cH:94][cH:95]2)([c:96]2[cH:97][cH:98][cH:99][cH:100][cH:101]2)[c:102]2[cH:103][cH:104][cH:105][cH:106][cH:107]2)([c:108]2[cH:109][cH:110][cH:111][cH:112][cH:113]2)[c:114]2[cH:115][cH:116][cH:117][cH:118][cH:119]2)[cH:120][cH:121]1.[s:20]1[c:21]([B:25]([OH:26])[OH:27])[cH:22][cH:23][cH:24]1>>[c:2]1(-[c:21]2[s:20][cH:24][cH:23][cH:22]2)[cH:3][cH:4][cH:5][c:6]2[c:12]1[O:11][CH2:10][CH2:9][N:8]([C:13](=[O:14])[O:15][C:16]([CH3:17])([CH3:18])[CH3:19])[CH2:7]2. Reactants: CC(C)(C)OC(=O)N1CCOc2c(Br)cccc2C1, CCO, Cc1ccccc1, [Na+], [Na+], O=C([O-])[O-], O, c1ccc(P(c2ccccc2)(c2ccccc2)[Pd](P(c2ccccc2)(c2ccccc2)c2ccccc2)(P(c2ccccc2)(c2ccccc2)c2ccccc2)P(c2ccccc2)(c2ccccc2)c2ccccc2)cc1, OB(O)c1cccs1. Yields the product CC(C)(C)OC(=O)N1CCOc2c(cccc2-c2cccs2)C1. Reactants: ClC1=CC=C(C=C1)C=1SC(=C(N1)CC(=O)OCC)SC1=CC=CC=C1 (ethyl 2-p-chlorophenyl-5-phenylthio-4-thiazoleacetate), [OH-].[K+] (potassium hydroxide). Run in CO (methanol). Reaction conditions: time 3 hour. The product is ClC1=CC=C(C=C1)C=1SC(=C(N1)CC(=O)O)SC1=CC=CC=C1 (2-p-Chlorophenyl-5-phenylthio-4-thiazoleacetic acid). Isolated yield 72.9%. Reaction SMILES: [Cl:1][C:2]1[CH:7]=[CH:6][C:5]([C:8]2[S:9][C:10]([S:19][C:20]3[CH:25]=[CH:24][CH:23]=[CH:22][CH:21]=3)=[C:11]([CH2:13][C:14]([O:16]CC)=[O:15])[N:12]=2)=[CH:4][CH:3]=1.[OH-].[K+]>CO>[Cl:1][C:2]1[CH:3]=[CH:4][C:5]([C:8]2[S:9][C:10]([S:19][C:20]3[CH:21]=[CH:22][CH:23]=[CH:24][CH:25]=3)=[C:11]([CH2:13][C:14]([OH:16])=[O:15])[N:12]=2)=[CH:6][CH:7]=1 |f:1.2|. Procedure details: To a solution of 3.4 g of ethyl 2-p-chlorophenyl-5-phenylthio-4-thiazoleacetate in 100 ml of methanol was added 15 ml of 3 N aqueous potassium hydroxide. The mixture was stirred at room temperature for 3 hours. The solvent was distilled off under reduced pressure and water was added to the residue. The solution was acidified with hydrochloric acid. The white precipitated solid was filtered off, washed with water, dried and recrystallized from ethanol to give 2.3 g of the title compound, melting ...